From a dataset of the Open Reaction Database (ORD), a public repository of structured organic reaction records. describe an organic reaction: reactants, conditions, products, and yield Reactants: SC=1C=C(C(=O)O)C=CC1 (3-mercaptobenzoic acid), CC(C)([O-])C.[K+] (potassium tert-butoxide), Cl (HCl), FC1=CC=C(C=C1)NC(=O)C=1C=NC(=NC1)S(=O)C (2-methane-sulfinylpyrimidine-5-carboxylic acid (4-fluorophenyl)amide). The solvent is O (Water), CO.ClCCl (methanol dichloromethane), CO.ClCCl (methanol dichloromethane), C1CCOC1 (THF). Reaction conditions: time 3 minute. The product is FC1=CC=C(C=C1)NC(=O)C=1C=NC(=NC1)SC=1C=C(C(=O)O)C=CC1 (3-[5-(4-Fluorophenylcarbamoyl)pyrimidin-2-ylsulfanyl]benzoic acid). Yield: 23.0%. As a reaction SMILES: [SH:1][C:2]1[CH:3]=[C:4]([CH:8]=[CH:9][CH:10]=1)[C:5]([OH:7])=[O:6].CC(C)([O-])C.[K+].[F:17][C:18]1[CH:23]=[CH:22][C:21]([NH:24][C:25]([C:27]2[CH:28]=[N:29][C:30](S(C)=O)=[N:31][CH:32]=2)=[O:26])=[CH:20][CH:19]=1.Cl>C1COCC1.CO.ClCCl.O>[F:17][C:18]1[CH:19]=[CH:20][C:21]([NH:24][C:25]([C:27]2[CH:32]=[N:31][C:30]([S:1][C:2]3[CH:3]=[C:4]([CH:8]=[CH:9][CH:10]=3)[C:5]([OH:7])=[O:6])=[N:29][CH:28]=2)=[O:26])=[CH:22][CH:23]=1 |f:1.2,6.7|. Reported procedure: To a solution of 3-mercaptobenzoic acid (83 mg, 0.54 mmol) in THF (2.5 mL) was added potassium tert-butoxide (1 M in THF, 1.1 ML, 1.1 mmol). After 3 min, 2-methane-sulfinylpyrimidine-5-carboxylic acid (4-fluorophenyl)amide was added in one portion and the solution was stirred for 24 h. Water was added, and then the solution was poured into 3% HCl to precipitate the product. The solids were collected by filtration and washed with water. Flash chromatography on SiO2 using a gradient of 5% methanol...